From a dataset of the Open Reaction Database (ORD), a public repository of structured organic reaction records. describe an organic reaction: reactants, conditions, products, and yield The reactants are ClC=1C=CC2=C(C(NCC=3N2C(=NN3)C)=O)C1 (8-chloro-5,6-dihydro-1-methyl-4H-s-triazolo[4,3-a][1,4]benzodiazepin-6-one), P12(=S)SP3(=S)SP(=S)(S1)SP(=S)(S2)S3 (phosphorus pentasulfide). Solvent: N1=CC=CC=C1 (pyridine). Yields the product ClC=1C=CC2=C(C(NCC=3N2C(=NN3)C)=S)C1 (8-Chloro-4,5-dihydro-1-methyl-6H-s-triazolo[4,3-a][1,4]benzodiazepine-6-thione). Procedure details: A stirred mixture of 8-chloro-5,6-dihydro-1-methyl-4H-s-triazolo[4,3-a][1,4]benzodiazepin-6-one (VIIa) (24.87 g., 0.1 mole) and dry pyridine (1420 ml.) was treated with phosphorus pentasulfide (24.45 g., 0.11 mole) and refluxed for 2.5 hours, under nitrogen. The mixture was cooled, concentrated in vacuo, and the residue mixed with water and chloroform. The mixture was neutralized with sodium bicarbonate and the solid collected by filtration. This solid was washed with chloroform and recrystalliz... As a reaction SMILES: [Cl:1][C:2]1[CH:3]=[CH:4][C:5]2[N:11]3[C:12]([CH3:15])=[N:13][N:14]=[C:10]3[CH2:9][NH:8][C:7](=O)[C:6]=2[CH:17]=1.P12(SP3(SP(SP(S3)(S1)=S)(=S)S2)=S)=[S:19]>N1C=CC=CC=1>[Cl:1][C:2]1[CH:3]=[CH:4][C:5]2[N:11]3[C:12]([CH3:15])=[N:13][N:14]=[C:10]3[CH2:9][NH:8][C:7](=[S:19])[C:6]=2[CH:17]=1. The reactants are CCCCOC(=O)c1nc(-c2ccc(C)cc2)c2ccccc2c1OCc1ccccc1, CCOC(C)=O. Yields the product CCCCOC(=O)c1nc(-c2ccc(C)cc2)c2ccccc2c1O. RXN SMILES: [CH2:1]([CH2:2][CH2:3][CH3:4])[O:5][C:6](=[O:7])[c:8]1[n:9][c:10](-[c:26]2[cH:27][cH:28][c:29]([CH3:32])[cH:30][cH:31]2)[c:11]2[cH:12][cH:13][cH:14][cH:15][c:16]2[c:17]1[O:18][CH2:19][c:20]1[cH:21][cH:22][cH:23][cH:24][cH:25]1.[CH3:33][CH2:34][O:35][C:36]([CH3:37])=[O:38]>>[CH2:1]([CH2:2][CH2:3][CH3:4])[O:5][C:6](=[O:7])[c:8]1[n:9][c:10](-[c:26]2[cH:27][cH:28][c:29]([CH3:32])[cH:30][cH:31]2)[c:11]2[cH:12][cH:13][cH:14][cH:15][c:16]2[c:17]1[OH:18].